Dataset: the Open Reaction Database (ORD), a public repository of structured organic reaction records. Task: describe an organic reaction: reactants, conditions, products, and yield Starting materials: CN(C)CCNC(=O)c1cccn2c(=O)c3cc(I)ccc3nc12, Cc1ccccc1, [Na+], [Na+], O=C([O-])[O-], O, OB(O)c1cnc2ccccc2c1. Product: CN(C)CCNC(=O)c1cccn2c(=O)c3cc(-c4cnc5ccccc5c4)ccc3nc12. As a reaction SMILES: [CH3:1][N:2]([CH2:3][CH2:4][NH:5][C:6](=[O:7])[c:8]1[cH:9][cH:10][cH:11][n:12]2[c:13]1[n:14][c:15]1[cH:16][cH:17][c:18]([I:23])[cH:19][c:20]1[c:21]2=[O:22])[CH3:24].[CH3:44][c:45]1[cH:46][cH:47][cH:48][cH:49][cH:50]1.[Na+:38].[Na+:39].[O-:40][C:41](=[O:42])[O-:43].[OH2:51].[n:25]1[cH:26][c:27]([B:35]([OH:36])[OH:37])[cH:28][c:29]2[cH:30][cH:31][cH:32][cH:33][c:34]12>>[CH3:1][N:2]([CH2:3][CH2:4][NH:5][C:6](=[O:7])[c:8]1[cH:9][cH:10][cH:11][n:12]2[c:13]1[n:14][c:15]1[cH:16][cH:17][c:18](-[c:27]3[cH:26][n:25][c:34]4[c:29]([cH:28]3)[cH:30][cH:31][cH:32][cH:33]4)[cH:19][c:20]1[c:21]2=[O:22])[CH3:24]. The reactants are C(C)OC(=O)[C@H]1[C@@H](CC(C1)=O)C(NC1(CC1)C#N)=O ((1R,2R)-2-(1-cyano-cyclopropylcarbamoyl)-4-oxo-cyclopentanecarboxylic acid ethyl ester), [BH4-].[Na+] (sodium borohydride). The solvent is C1CCOC1 (THF). Conditions: time 4 hour. Product: C(C)OC(=O)[C@H]1[C@@H](CC(C1)O)C(NC1(CC1)C#N)=O ((1R,2R)-2-(1-cyano-cyclopropylcarbamoyl)-4-hydroxy-cyclopentanecarboxylic acid ethyl ester). Reaction SMILES: [CH2:1]([O:3][C:4]([C@@H:6]1[CH2:10][C:9](=[O:11])[CH2:8][C@H:7]1[C:12](=[O:19])[NH:13][C:14]1([C:17]#[N:18])[CH2:16][CH2:15]1)=[O:5])[CH3:2].[BH4-].[Na+]>C1COCC1>[CH2:1]([O:3][C:4]([C@@H:6]1[CH2:10][CH:9]([OH:11])[CH2:8][C@H:7]1[C:12](=[O:19])[NH:13][C:14]1([C:17]#[N:18])[CH2:16][CH2:15]1)=[O:5])[CH3:2] |f:1.2|. Reported procedure: To a solution of (1R,2R)-2-(1-cyano-cyclopropylcarbamoyl)-4-oxo-cyclopentanecarboxylic acid ethyl ester (0.38 mmol) in THF (2.0 ml) was added at −15° C. sodium borohydride (0.38 mmol) and stirring was continued for 4 h. The mixture was partitioned between 1N aqueous HCl and ethyl acetate, the organic layer was dried, evaporated and the residue chromatographed on silica using ethyl acetate to give (1R,2R)-2-(1-cyano-cyclopropylcarbamoyl)-4-hydroxy-cyclopentanecarboxylic acid ethyl ester as a 2:1 ... The reactants are C(C)(C)C1=NC(=C(C(=C1CO)C1=CC=C(C=C1)F)\C=C\C1=CC(=CC=C1)C)C(C)C (2,6-Diisopropyl-3-hydroxvmethyl-4-(4fluorophenyl)-5-[2(E)-(3-methyl-phenyl)ethenyl]pyridine). Solvent: C(C)(=O)OCC.CCCCCC (ethyl acetate hexane). The product is C(C)(C)C1=NC(=C(C(=C1CO)C1=CC=C(C=C1)F)CCC1=CC(=CC=C1)C)C(C)C (2,6-Diisopropyl-3-hydroxymethyl-4-(4-fluorophenyl)-5-[2-(3-methyl-phenyl)ethyl]pyridine). RXN SMILES: [CH:1]([C:4]1[C:9]([CH2:10][OH:11])=[C:8]([C:12]2[CH:17]=[CH:16][C:15]([F:18])=[CH:14][CH:13]=2)[C:7](/[CH:19]=[CH:20]/[C:21]2[CH:26]=[CH:25][CH:24]=[C:23]([CH3:27])[CH:22]=2)=[C:6]([CH:28]([CH3:30])[CH3:29])[N:5]=1)([CH3:3])[CH3:2]>C(OCC)(=O)C.CCCCCC>[CH:1]([C:4]1[C:9]([CH2:10][OH:11])=[C:8]([C:12]2[CH:17]=[CH:16][C:15]([F:18])=[CH:14][CH:13]=2)[C:7]([CH2:19][CH2:20][C:21]2[CH:26]=[CH:25][CH:24]=[C:23]([CH3:27])[CH:22]=2)=[C:6]([CH:28]([CH3:30])[CH3:29])[N:5]=1)([CH3:3])[CH3:2] |f:1.2|. Procedure: The title compound was prepared 2,6-diisopropyl-3-hydroxymethyl-4-(4-fluorophenyl)-5-[2-(E)-(3-methylphenyl)ethenyl]pyridine (Example 41) according to the procedure described in Example 1, Step H. 1H NMR (300 MHz, CDCl3): δ7.18 (d, J=7 Hz, 4 H), 7.10 (m, 1 H), 6.97 (m, 1 H), 6.65 (m, 2 H), 4.36 (s, 2 H), 3.44 (sept, J =6.6 Hz, 1 H), 3.35 (d, J=6.6 Hz, 1 H), 2.57 (m, 4 H), 2.28 (s, 3 H), 1.35 (d, J=6.6 Hz, 6 H), 1.34 (d, J=6.6 Hz, 6 H), 1.20 (m, 1 H). FAB-MS: calculated for (C27H32FNO) 405, found...